From a dataset of the Open Reaction Database (ORD), a public repository of structured organic reaction records. describe an organic reaction: reactants, conditions, products, and yield Starting materials: C(C)(=O)NNC(NC1=C(C=NC=C1)Br)=S (2-acetyl-N-(3-bromopyridin-4-yl)hydrazinecarbothioamide), Cl (HCl). Run in C(O)([O-])=O.[Na+] (sodium hydrogen carbonate). Conditions: temperature 100 celsius, time 5 hour. Yields the product BrC=1C=NC=CC1N1C(=NN=C1C)S (4-(3-bromopyridin-4-yl)-5-methyl-4H-1,2,4-triazole-3-thiol). The yield is 81.4%. As a reaction SMILES: [C:1]([NH:4][NH:5][C:6](=[S:15])[NH:7][C:8]1[CH:13]=[CH:12][N:11]=[CH:10][C:9]=1[Br:14])(=O)[CH3:2].Cl>C(=O)([O-])O.[Na+]>[Br:14][C:9]1[CH:10]=[N:11][CH:12]=[CH:13][C:8]=1[N:7]1[C:1]([CH3:2])=[N:4][N:5]=[C:6]1[SH:15] |f:2.3|. Procedure: 2-acetyl-N-(3-bromopyridin-4-yl)hydrazinecarbothioamide (200 mg, 0.6917 mmol) was dissolved in sodium hydrogen carbonate (4 mL,) and stirred at 50° C. for 2 hrs and at 100° C. for 5 hrs. The reaction mixture was then allowed to stand at RT for 48 h before it was carefully neutralised with dilute HCl and partitioned with 10% MeOH in DCM. The aqueous layer was extracted with further 10% MeOH in DCM (3×10 mL) and the combined organics were dried over Na2SO4, filtered and concentrated under reduced ...